This data is from the Open Reaction Database (ORD), a public repository of structured organic reaction records. The task is: describe an organic reaction: reactants, conditions, products, and yield Reactants: CCC(=O)Cl, CN1CCCC1=O, ClCCl, [Li+], CC(C)(C)OC(=O)NC1CCCN(c2c(Br)cnc3[nH]cc(N)c23)C1, [OH-], O, c1ccncc1. The product is CCC(=O)Nc1c[nH]c2ncc(Br)c(N3CCCC(NC(=O)OC(C)(C)C)C3)c12. As a reaction SMILES: [C:1]([CH2:2][CH3:3])(=[O:4])[Cl:5].[CH3:33][N:34]1[CH2:35][CH2:36][CH2:37][C:38]1=[O:39].[Cl:40][CH2:41][Cl:42].[Li+:32].[NH2:6][c:7]1[cH:8][nH:9][c:10]2[n:11][cH:12][c:13]([Br:30])[c:14]([N:16]3[CH2:17][CH:18]([NH:22][C:23]([O:24][C:25]([CH3:26])([CH3:27])[CH3:28])=[O:29])[CH2:19][CH2:20][CH2:21]3)[c:15]12.[OH-:31].[OH2:43].[cH:44]1[cH:45][cH:46][n:47][cH:48][cH:49]1>>[C:1]([CH2:2][CH3:3])(=[O:4])[NH:6][c:7]1[cH:8][nH:9][c:10]2[n:11][cH:12][c:13]([Br:30])[c:14]([N:16]3[CH2:17][CH:18]([NH:22][C:23]([O:24][C:25]([CH3:26])([CH3:27])[CH3:28])=[O:29])[CH2:19][CH2:20][CH2:21]3)[c:15]12. Starting materials: O=C1CCC(=O)N1Br, CC#N, CCOC(C)=O, Nc1ncccc1OCc1ccccc1. Product: Nc1ncc(Br)cc1OCc1ccccc1. Reaction SMILES: [Br:16][N:17]1[C:18](=[O:19])[CH2:20][CH2:21][C:22]1=[O:23].[CH3:24][C:25]#[N:26].[CH3:27][CH2:28][O:29][C:30]([CH3:31])=[O:32].[NH2:1][c:2]1[n:3][cH:4][cH:5][cH:6][c:7]1[O:8][CH2:9][c:10]1[cH:11][cH:12][cH:13][cH:14][cH:15]1>>[NH2:1][c:2]1[n:3][cH:4][c:5]([Br:16])[cH:6][c:7]1[O:8][CH2:9][c:10]1[cH:11][cH:12][cH:13][cH:14][cH:15]1. The reactants are NC1=C(C(=O)O)C=C(C=C1)[N+](=O)[O-] (2-amino-5-nitrobenzoic acid), C(C)(=O)Cl (acetyl chloride), CN (methylamine), N1(CCCCC1)CCCOC1=CC=C(C=O)C=C1 (4-(3-piperidin-1-ylpropoxy)benzaldehyde). The product is C(C)(=O)NC=1C=C2C(N(C(=NC2=CC1)C1=CC=C(C=C1)OCCCN1CCCCC1)C)=O (6-Acetylamino-3-methyl-2-[4-(3-piperidin-1-ylpropoxy)phenyl]-4(3H)-quinazolinone). As a reaction SMILES: [NH2:1][C:2]1[CH:10]=[CH:9][C:8]([N+:11]([O-])=O)=[CH:7][C:3]=1[C:4]([OH:6])=O.[CH3:14][NH2:15].[N:16]1([CH2:22][CH2:23][CH2:24][O:25][C:26]2[CH:33]=[CH:32][C:29]([CH:30]=O)=[CH:28][CH:27]=2)[CH2:21][CH2:20][CH2:19][CH2:18][CH2:17]1.[C:34](Cl)(=[O:36])[CH3:35]>>[C:34]([NH:11][C:8]1[CH:7]=[C:3]2[C:2](=[CH:10][CH:9]=1)[N:1]=[C:30]([C:29]1[CH:32]=[CH:33][C:26]([O:25][CH2:24][CH2:23][CH2:22][N:16]3[CH2:21][CH2:20][CH2:19][CH2:18][CH2:17]3)=[CH:27][CH:28]=1)[N:15]([CH3:14])[C:4]2=[O:6])(=[O:36])[CH3:35]. Reported procedure: The entitled compound was obtained according to the method of Example 70 but starting from 2-amino-5-nitrobenzoic acid, methylamine and 4-(3-piperidin-1-ylpropoxy)benzaldehyde and acetyl chloride. Starting materials: BrC=1C(=C(C(=NC1)N)N)C (5-bromo-4-methylpyridine-2,3-diamine), O (water), C(=O)C=O (glyoxal). Run in C(C)O.O (EtOH—H2O). Product: BrC1=C(C=2C(=NC=CN2)N=C1)C (7-bromo-8-methylpyrido[2,3-b]pyrazine), material. RXN SMILES: [Br:1][C:2]1[C:3]([CH3:10])=[C:4]([NH2:9])[C:5]([NH2:8])=[N:6][CH:7]=1.[CH:11]([CH:13]=O)=O.O>C(O)C.O>[Br:1][C:2]1[CH:7]=[N:6][C:5]2=[N:8][CH:11]=[CH:13][N:9]=[C:4]2[C:3]=1[CH3:10] |f:3.4|. Procedure: 5-bromo-4-methylpyridine-2,3-diamine (0.21 g, 1 mmol) was dissolved in a mixture of EtOH—H2O; to this was added aqueous glyoxal 40% (0.2 ml, 4 mmol) and the resulting mixture was refluxed for 1 h. Upon cooling to room temperature, water was then added. The product was separated, filtered and washed with excess water yielded 7-bromo-8-methylpyrido[2,3-b]pyrazine as a sufficiently enough pure material (0.21 g) for the next step. RXN SMILES: [C:19]([Br:20])([Br:21])([Br:22])[Br:23].[Cl:43][CH2:44][Cl:45].[Cl:46][CH:47]([Cl:48])[Cl:49].[OH:1][CH2:2][c:3]1[cH:4][c:5]([C:14](=[O:15])[O:16][CH2:17][CH3:18])[cH:6][c:7]([C:9](=[O:10])[O:11][CH2:12][CH3:13])[cH:8]1.[c:24]1([P:25]([c:26]2[cH:27][cH:28][cH:29][cH:30][cH:31]2)[c:32]2[cH:33][cH:34][cH:35][cH:36][cH:37]2)[cH:38][cH:39][cH:40][cH:41][cH:42]1>>[CH2:2]([c:3]1[cH:4][c:5]([C:14](=[O:15])[O:16][CH2:17][CH3:18])[cH:6][c:7]([C:9](=[O:10])[O:11][CH2:12][CH3:13])[cH:8]1)[Br:20]. Yields the product CCOC(=O)c1cc(CBr)cc(C(=O)OCC)c1. The reactants are BrC(Br)(Br)Br, ClCCl, ClC(Cl)Cl, CCOC(=O)c1cc(CO)cc(C(=O)OCC)c1, c1ccc(P(c2ccccc2)c2ccccc2)cc1. Starting materials: NC=1SC=C(N1)C1=CC=CC=C1 (2-amino-4-phenylthiazole), C(C)OC(=O)C#CC(=O)OCC (acetylene dicarboxylic acid diethyl ester). The solvent is O1CCCC1 (tetrahydrofuran). Reaction conditions: temperature 15 celsius, time 3 day. The product is C(C)OC(=O)C1=CC(N=C2N1C(=CS2)C2=CC=CC=C2)=O (3-Phenyl-7H-thiazolo-[3,2-a]-pyrimidin-7-one-5-carboxylic acid ethyl ester). Reaction SMILES: [NH2:1][C:2]1[S:3][CH:4]=[C:5]([C:7]2[CH:12]=[CH:11][CH:10]=[CH:9][CH:8]=2)[N:6]=1.[CH2:13]([O:15][C:16]([C:18]#[C:19][C:20](OCC)=[O:21])=[O:17])[CH3:14]>O1CCCC1>[CH2:13]([O:15][C:16]([C:18]1[N:6]2[C:5]([C:7]3[CH:12]=[CH:11][CH:10]=[CH:9][CH:8]=3)=[CH:4][S:3][C:2]2=[N:1][C:20](=[O:21])[CH:19]=1)=[O:17])[CH3:14]. Procedure: 17.6 g of 2-amino-4-phenylthiazole are dissolved in 100 ml of tetrahydrofuran, the resulting solution is cooled to approximately 15° C. and 17.5 g of acetylene dicarboxylic acid diethyl ester are slowly added to it with stirring at that temperature. The mixture is left standing for 3 days, after which the crystals formed are filtered off the quantity of which was increased by concentrating the mother liquor to approximately half its original volume and recrystallized from ethanol. 3-Phenyl-7H-th...